describe an organic reaction: reactants, conditions, products, and yield From a dataset of the Open Reaction Database (ORD), a public repository of structured organic reaction records. Starting materials: BrC1=CC=C(C=C1)[C@H](C)N1C(O[C@](CC1)(C1=CC=CC=C1)CC(C)(C)O)=O ((S)-3-((S)-1-(4-bromophenyl)ethyl)-6-(2-hydroxy-2-methylpropyl)-6-phenyl-1,3-oxazinan-2-one), BrC1=CC(N(C=C1)C)=O (4-bromo-1-methylpyridin-2(1H)-one). Product: OC(C[C@@]1(CCN(C(O1)=O)[C@@H](C)C1=CC=C(C=C1)C1=CC(N(C=C1)C)=O)C1=CC=CC=C1)(C)C ((S)-6-(2-hydroxy-2-methylpropyl)-3-((S)-1-(4-(1-methyl-2-oxo-1,2-dihydropyridin-4-yl)phenyl)ethyl)-6-phenyl-1,3-oxazinan-2-one). Reaction SMILES: Br[C:2]1[CH:7]=[CH:6][C:5]([C@@H:8]([N:10]2[CH2:15][CH2:14][C@:13]([CH2:22][C:23]([OH:26])([CH3:25])[CH3:24])([C:16]3[CH:21]=[CH:20][CH:19]=[CH:18][CH:17]=3)[O:12][C:11]2=[O:27])[CH3:9])=[CH:4][CH:3]=1.Br[C:29]1[CH:34]=[CH:33][N:32]([CH3:35])[C:31](=[O:36])[CH:30]=1>>[OH:26][C:23]([CH3:25])([CH3:24])[CH2:22][C@@:13]1([C:16]2[CH:21]=[CH:20][CH:19]=[CH:18][CH:17]=2)[O:12][C:11](=[O:27])[N:10]([C@H:8]([C:5]2[CH:6]=[CH:7][C:2]([C:29]3[CH:34]=[CH:33][N:32]([CH3:35])[C:31](=[O:36])[CH:30]=3)=[CH:3][CH:4]=2)[CH3:9])[CH2:15][CH2:14]1. Procedure details: The title compound was prepared from (S)-3-((S)-1-(4-bromophenyl)ethyl)-6-(2-hydroxy-2-methylpropyl)-6-phenyl-1,3-oxazinan-2-one following procedures analogous to those described in Example 313 Steps 3 and 4 using 4-bromo-1-methylpyridin-2(1H)-one in Step 4. LC-MS Method 2 tR=1.16, m/z=921.5; 1H NMR (CDCl3) 1.11 (s, 3H), 1.18 (s, 3H), 1.22 (t, 1H), 1.52 (m, 3H), 2.21 (s, 2H), 2.22-2.34 (m, 2H), 2.34-2.46 (m, 1H), 2.85 (m, 1H), 3.57 (s, 3H), 5.59 (m, 1H), 6.33 (d, 1H), 6.68 (s, 1H), 7.01 (d, 2H),...